Dataset: the Open Reaction Database (ORD), a public repository of structured organic reaction records. Task: describe an organic reaction: reactants, conditions, products, and yield The reactants are ( 10 ), ClC=1C=C(C=CC1)C(CNC(CC1=CC2=C(OC(O2)(C(=O)O)C(=O)O)C=C1)C)O (5-{2-[2-(3-chloro-phenyl)-2-hydroxy-ethylamino]-propyl}-benzo[1,3]dioxole-2,2-dicarboxylic acid), C(CCC)OCCO (2-butoxyethanol), ( 10 ), Cl (HCl). Product: Cl.C(CCC)OCCOC(=O)C1(OC2=C(O1)C=CC(=C2)CC(C)NCC(O)C2=CC(=CC=C2)Cl)C(=O)OCCOCCCC (5-{2-[2-(3-Chloro-phenyl)-2-hydroxy-ethylamino]-propyl}-benzo[1,3]dioxole-2,2-dicarboxylic acid bis-(2-butoxy-ethyl) ester hydrochloride salt). As a reaction SMILES: [Cl:1][C:2]1[CH:3]=[C:4]([CH:8]([OH:29])[CH2:9][NH:10][CH:11]([CH3:28])[CH2:12][C:13]2[CH:27]=[CH:26][C:16]3[O:17][C:18]([C:23]([OH:25])=[O:24])([C:20]([OH:22])=[O:21])[O:19][C:15]=3[CH:14]=2)[CH:5]=[CH:6][CH:7]=1.[CH2:30]([O:34][CH2:35][CH2:36]O)[CH2:31][CH2:32][CH3:33].Cl>>[ClH:1].[CH2:16]([O:17][CH2:18][CH2:20][O:24][C:23]([C:18]1([C:20]([O:22][CH2:36][CH2:35][O:34][CH2:30][CH2:31][CH2:32][CH3:33])=[O:21])[O:17][C:16]2[CH:26]=[CH:27][C:13]([CH2:12][CH:11]([NH:10][CH2:9][CH:8]([C:4]3[CH:5]=[CH:6][CH:7]=[C:2]([Cl:1])[CH:3]=3)[OH:29])[CH3:28])=[CH:14][C:15]=2[O:19]1)=[O:25])[CH2:15][CH2:14][CH3:13] |f:3.4|. Procedure details: The title compound was prepared from 5-{2-[2-(3-chloro-phenyl)-2-hydroxy-ethylamino]-propyl}-benzo[1,3]dioxole-2,2-dicarboxylic acid and 2-butoxyethanol accord-ing to the procedure of Example 1 as a colorless oil; 1H NMR (300 MHz, CDCl3): δ 0.78-0.93 (m, 6H), 1.15-1.78 (m, 12H), 2.70-3.62 (brm, 5H), 3.31-3.47 (m, 4H), 3.57-3.73 (m, 4H), 4.29-4.53 (m, 4H), 5.47-5.57 (brs, 1H), 6.70-6.95 (m, 3H), 7.20-7.49 (m, 4H); MS (ES) m/z (relative intensity): 622 (M+ -HCl, 20), 214 (10), 158 (10).